Task: describe an organic reaction: reactants, conditions, products, and yield. Dataset: the Open Reaction Database (ORD), a public repository of structured organic reaction records Reported procedure: 2 mmol of N-hydroxyphthalimide and 4 mmol of cumene hydroperoxide are added at a temperature of 130° C. to 200 mmol of cyclopentadecane in a round-bottomed flask having an attached reflux condenser. Oxygen at approximately 15 l/h is passed through the reaction mixture for 8 hours at said temperature. Cyclopentadecanol is obtained at a selectivity of 20% and cyclopentadecanone at a selectivity of 46%, at a cyclopentadecane conversion rate of 44%. Product: C1(CCCCCCCCCCCCCC1)O (Cyclopentadecanol), C1(CCCCCCCCCCCCCC1)=O (cyclopentadecanone), C1CCCCCCCCCCCCCC1 (cyclopentadecane). Starting materials: ON1C(C=2C(C1=O)=CC=CC2)=O (N-hydroxyphthalimide), [O-]O.C1(=CC=CC=C1)C(C)C (cumene hydroperoxide), C1CCCCCCCCCCCCCC1 (cyclopentadecane), O=O (Oxygen). As a reaction SMILES: [OH:1]N1[C:6](=O)[C:5]2=[CH:8][CH:9]=[CH:10][CH:11]=[C:4]2[C:3]1=[O:12].[O-]O.[C:15]1([CH:21](C)[CH3:22])C=[CH:19][CH:18]=[CH:17][CH:16]=1.[CH2:24]1[CH2:38][CH2:37][CH2:36][CH2:35][CH2:34][CH2:33][CH2:32][CH2:31][CH2:30][CH2:29][CH2:28][CH2:27][CH2:26][CH2:25]1.O=O>>[CH:3]1([OH:12])[CH2:4][CH2:11][CH2:10][CH2:9][CH2:8][CH2:5][CH2:6][CH2:19][CH2:18][CH2:17][CH2:16][CH2:15][CH2:21][CH2:22]1.[C:24]1(=[O:1])[CH2:38][CH2:37][CH2:36][CH2:35][CH2:34][CH2:33][CH2:32][CH2:31][CH2:30][CH2:29][CH2:28][CH2:27][CH2:26][CH2:25]1.[CH2:24]1[CH2:38][CH2:37][CH2:36][CH2:35][CH2:34][CH2:33][CH2:32][CH2:31][CH2:30][CH2:29][CH2:28][CH2:27][CH2:26][CH2:25]1 |f:1.2|. The reactants are FC(=CCCCCCCCCC(=O)C)F (methyl 10,10-difluoro-9-decenyl ketone), C[Mg]Br (methylmagnesium bromide), C[Mg]Br (methylmagnesium bromide), ice, Cl (hydrochloride). The solvent is C(C)OCC (diethyl ether). Run at time 18 hour. The product is FC(=CCCCCCCCCC(C)(O)C)F (12,12-difluoro-2-methyl-11-dodecen-2-ol). Yield: 52.2%. RXN SMILES: [F:1][C:2]([F:15])=[CH:3][CH2:4][CH2:5][CH2:6][CH2:7][CH2:8][CH2:9][CH2:10][CH2:11][C:12]([CH3:14])=[O:13].[CH3:16][Mg]Br.Cl>C(OCC)C>[F:1][C:2]([F:15])=[CH:3][CH2:4][CH2:5][CH2:6][CH2:7][CH2:8][CH2:9][CH2:10][CH2:11][C:12]([CH3:16])([OH:13])[CH3:14]. Procedure: Under a nitrogen atmosphere, a stirred solution of 2.0 grams (0.009 mole) of methyl 10,10-difluoro-9-decenyl ketone in 25 ml of diethyl ether was cooled to 0° C., and 2.96 ml (0.009 mole) of methylmagnesium bromide (3.1 Molar solution) was added via syringe. Upon completion of addition, the reaction mixture was allowed to warm to ambient temperature. Analysis of the reaction mixture by gas chromatography indicated that the reaction had stopped at approximately 50% of completion. An additional 3.... The reactants are COC(C1=C(C=CC(=C1)C[C@@H]1CS(C[C@@H]([C@H]1O)NCC1=CC(=CC=C1)C(C)(C)C)(=O)=O)[N+](=O)[O-])=O (5-[(3S*,4S*,5R*)-5-(3-tert-butyl-benzylamino)-4-hydroxy-1,1-dioxo-hexahydro-1lambda*6*-thiopyran-3-ylmethyl]-2-nitro-benzoic acid methyl ester), BrCC=1C=CC(=C(C(=O)OC)C1)[N+](=O)[O-] (methyl 5-(bromomethyl)-2-nitrobenzoate), [OH-].[Na+] (NaOH). Run in C1CCOC1 (THF), CCOC(=O)C (EtOAc). Conditions: temperature 80 celsius, time 1 hour. The product is C(C)(C)(C)C=1C=C(CN[C@@H]2[C@H]([C@@H](CS(C2)(=O)=O)CC=2C=CC(=C(C(=O)O)C2)[N+](=O)[O-])O)C=CC1 (5-[(3S*,4S*,5R*)-5-(3-tert-Butyl-benzylamino)-4-hydroxy-1,1-dioxo-hexahydro-1lambda*6*-thiopyran-3-ylmethyl]-2-nitro-benzoic acid). As a reaction SMILES: C[O:2][C:3](=[O:35])[C:4]1[CH:9]=[C:8]([CH2:10][C@H:11]2[C@H:16]([OH:17])[C@@H:15]([NH:18][CH2:19][C:20]3[CH:25]=[CH:24][CH:23]=[C:22]([C:26]([CH3:29])([CH3:28])[CH3:27])[CH:21]=3)[CH2:14][S:13](=[O:31])(=[O:30])[CH2:12]2)[CH:7]=[CH:6][C:5]=1[N+:32]([O-:34])=[O:33].BrCC1C=CC([N+]([O-])=O)=C(C=1)C(OC)=O.[OH-].[Na+]>C1COCC1.CCOC(C)=O>[C:26]([C:22]1[CH:21]=[C:20]([CH:25]=[CH:24][CH:23]=1)[CH2:19][NH:18][C@H:15]1[CH2:14][S:13](=[O:31])(=[O:30])[CH2:12][C@@H:11]([CH2:10][C:8]2[CH:7]=[CH:6][C:5]([N+:32]([O-:34])=[O:33])=[C:4]([CH:9]=2)[C:3]([OH:35])=[O:2])[C@@H:16]1[OH:17])([CH3:29])([CH3:27])[CH3:28] |f:2.3|. Procedure details: A mixture of 5-[(3S*,4S*,5R*)-5-(3-tert-butyl-benzylamino)-4-hydroxy-1,1-dioxo-hexahydro-1lambda*6*-thiopyran-3-ylmethyl]-2-nitro-benzoic acid methyl ester (434 mg, 0.86 mmol; prepared from methyl 5-(bromomethyl)-2-nitrobenzoate using a procedure analogous to that used in example 1) and NaOH (30% in H2O, 1 mL, 7.4 mmol) in anhydrous THF (5 mL) was stirred at 80° C. for 1 h. The reaction mixture was diluted with EtOAc and quenched with 2N aq. HCl to pH 2. The phases were separated and the aqueous... The reactants are ClC(c1ccccc1)(c1ccccc1)c1ccccc1, CN(C)c1ccncc1, CN(C)C=O, O, COC1=CN=C(CO)CC1=O. Yields the product COC1=CN=C(COC(c2ccccc2)(c2ccccc2)c2ccccc2)CC1=O. As a reaction SMILES: [C:1]([c:2]1[cH:3][cH:4][cH:5][cH:6][cH:7]1)([c:8]1[cH:9][cH:10][cH:11][cH:12][cH:13]1)([c:14]1[cH:15][cH:16][cH:17][cH:18][cH:19]1)[Cl:20].[CH3:32][N:33]([CH3:34])[c:35]1[cH:36][cH:37][n:38][cH:39][cH:40]1.[CH3:41][N:42]([CH3:43])[CH:44]=[O:45].[OH2:46].[OH:21][CH2:22][C:23]1=[N:24][CH:25]=[C:26]([O:30][CH3:31])[C:27](=[O:29])[CH2:28]1>>[C:1]([c:2]1[cH:3][cH:4][cH:5][cH:6][cH:7]1)([c:8]1[cH:9][cH:10][cH:11][cH:12][cH:13]1)([c:14]1[cH:15][cH:16][cH:17][cH:18][cH:19]1)[O:21][CH2:22][C:23]1=[N:24][CH:25]=[C:26]([O:30][CH3:31])[C:27](=[O:29])[CH2:28]1.